This data is from the Open Reaction Database (ORD), a public repository of structured organic reaction records. The task is: describe an organic reaction: reactants, conditions, products, and yield Starting materials: C1CNCCN1, CS(C)=O, O=C(O)c1cn(C2CC2)c2cc(Cl)c([N+](=O)[O-])cc2c1=O. Yields the product O=C(O)c1cn(C2CC2)c2cc(N3CCNCC3)c([N+](=O)[O-])cc2c1=O. RXN SMILES: [CH2:22]1[CH2:23][NH:24][CH2:25][CH2:26][NH:27]1.[CH3:28][S:29]([CH3:30])=[O:31].[Cl:1][c:2]1[c:3]([N+:19](=[O:20])[O-:21])[cH:4][c:5]2[c:6](=[O:18])[c:7]([C:15](=[O:16])[OH:17])[cH:8][n:9]([CH:12]3[CH2:13][CH2:14]3)[c:10]2[cH:11]1>>[c:2]1([N:24]2[CH2:23][CH2:22][NH:27][CH2:26][CH2:25]2)[c:3]([N+:19](=[O:20])[O-:21])[cH:4][c:5]2[c:6](=[O:18])[c:7]([C:15](=[O:16])[OH:17])[cH:8][n:9]([CH:12]3[CH2:13][CH2:14]3)[c:10]2[cH:11]1. Starting materials: C(C)(C)(C)OC(=O)N1CC2=CC=C(C=C2C1)N1CCCC1 (5-Pyrrolidin-1-yl-1,3-dihydro-isoindole-2-carboxylic acid tert-butyl ester), Cl (HCl). Yields the product N1(CCCC1)C=1C=C2CNCC2=CC1 (5-Pyrrolidin-1-yl-2,3-dihydro-1H-isoindole). Reaction SMILES: C(OC([N:8]1[CH2:16][C:15]2[C:10](=[CH:11][CH:12]=[C:13]([N:17]3[CH2:21][CH2:20][CH2:19][CH2:18]3)[CH:14]=2)[CH2:9]1)=O)(C)(C)C.Cl>>[N:17]1([C:13]2[CH:14]=[C:15]3[C:10](=[CH:11][CH:12]=2)[CH2:9][NH:8][CH2:16]3)[CH2:21][CH2:20][CH2:19][CH2:18]1. Procedure details: Prepared in analogy to Example A3(e) from 5-Pyrrolidin-1-yl-1,3-dihydro-isoindole-2-carboxylic acid tert-butyl ester and HCl. Brown oil. MS (m/e): 189.6 (M+H+, 100%).